From a dataset of the Open Reaction Database (ORD), a public repository of structured organic reaction records. describe an organic reaction: reactants, conditions, products, and yield Reactants: CO, CN(C(=O)NCc1cccc(F)c1Cl)C(CCCN1C(=O)c2ccccc2C1=O)COC(=O)Nc1cc2cc(F)ccc2cn1. Product: CN(C(=O)NCc1cccc(F)c1Cl)C(CCCN)COC(=O)Nc1cc2cc(F)ccc2cn1. Reaction SMILES: [CH3:46][OH:47].[F:1][c:2]1[cH:3][c:4]2[cH:5][c:6]([NH:12][C:13]([O:14][CH2:15][CH:16]([CH2:17][CH2:18][CH2:19][N:20]3[C:21](=[O:22])[c:23]4[c:24]([cH:25][cH:26][cH:27][cH:28]4)[C:29]3=[O:30])[N:31]([C:32](=[O:33])[NH:34][CH2:35][c:36]3[c:37]([Cl:43])[c:38]([F:42])[cH:39][cH:40][cH:41]3)[CH3:44])=[O:45])[n:7][cH:8][c:9]2[cH:10][cH:11]1>>[F:1][c:2]1[cH:3][c:4]2[cH:5][c:6]([NH:12][C:13]([O:14][CH2:15][CH:16]([CH2:17][CH2:18][CH2:19][NH2:20])[N:31]([C:32](=[O:33])[NH:34][CH2:35][c:36]3[c:37]([Cl:43])[c:38]([F:42])[cH:39][cH:40][cH:41]3)[CH3:44])=[O:45])[n:7][cH:8][c:9]2[cH:10][cH:11]1. The product is COc1ccc2c(c1)C(=O)C(Oc1cccnc1)CO2. Starting materials: COc1ccc2c(c1)C(=O)C(Br)CO2, CN(C)C=O, CCOC(C)=O, ClCCl, [H-], [Na+], [Na+], [OH-], O, Oc1cccnc1. Reaction SMILES: [Br:10][CH:11]1[CH2:12][O:13][c:14]2[cH:15][cH:16][c:17]([O:22][CH3:23])[cH:18][c:19]2[C:20]1=[O:21].[CH3:26][N:27]([CH3:28])[CH:29]=[O:30].[CH3:32][CH2:33][O:34][C:35](=[O:36])[CH3:37].[Cl:38][CH2:39][Cl:40].[H-:8].[Na+:25].[Na+:9].[OH-:24].[OH2:31].[OH:1][c:2]1[cH:3][n:4][cH:5][cH:6][cH:7]1>>[O:1]([c:2]1[cH:3][n:4][cH:5][cH:6][cH:7]1)[CH:11]1[CH2:12][O:13][c:14]2[cH:15][cH:16][c:17]([O:22][CH3:23])[cH:18][c:19]2[C:20]1=[O:21].